This data is from the Open Reaction Database (ORD), a public repository of structured organic reaction records. The task is: describe an organic reaction: reactants, conditions, products, and yield Starting materials: CCOC(C)=O, COC(=O)Nc1ccc(NCC2CCCCC2)c([N+](=O)[O-])c1. Yields the product COC(=O)Nc1ccc(NCC2CCCCC2)c(N)c1. Reaction SMILES: [CH3:23][CH2:24][O:25][C:26]([CH3:27])=[O:28].[CH:1]1([CH2:7][NH:8][c:9]2[c:10]([N+:20]([O-:21])=[O:22])[cH:11][c:12]([NH:15][C:16]([O:17][CH3:18])=[O:19])[cH:13][cH:14]2)[CH2:2][CH2:3][CH2:4][CH2:5][CH2:6]1>>[CH:1]1([CH2:7][NH:8][c:9]2[c:10]([NH2:20])[cH:11][c:12]([NH:15][C:16]([O:17][CH3:18])=[O:19])[cH:13][cH:14]2)[CH2:2][CH2:3][CH2:4][CH2:5][CH2:6]1. The reactants are CC(=O)OCC1OC(Br)C(NC(C)=C2C(=O)CC(C)(C)CC2=O)C(OC(C)=O)C1OC(C)=O, O=C([O-])O, CCCC[N+](CCCC)(CCCC)CCCC, CCOC(C)=O, [N-]=[N+]=[N-], [Na+], [Na+], O=S(=O)([O-])O. The product is CC(=O)OCC1OC(N=[N+]=[N-])C(NC(C)=C2C(=O)CC(C)(C)CC2=O)C(OC(C)=O)C1OC(C)=O. RXN SMILES: [C:1]([CH3:2])(=[O:3])[O:4][CH:5]1[CH:6]([NH:21][C:22]([CH3:23])=[C:24]2[C:25](=[O:33])[CH2:26][C:27]([CH3:31])([CH3:32])[CH2:28][C:29]2=[O:30])[CH:7]([Br:20])[O:8][CH:9]([CH2:15][O:16][C:17]([CH3:18])=[O:19])[CH:10]1[O:11][C:12]([CH3:13])=[O:14].[C:34](=[O:35])([O-:36])[OH:37].[CH2:54]([N+:55]([CH2:56][CH2:57][CH2:58][CH3:59])([CH2:60][CH2:61][CH2:62][CH3:63])[CH2:64][CH2:65][CH2:66][CH3:67])[CH2:68][CH2:69][CH3:70].[CH3:43][CH2:44][O:45][C:46](=[O:47])[CH3:48].[N-:40]=[N+:41]=[N-:42].[Na+:38].[Na+:39].[S:49]([O-:50])([OH:51])(=[O:52])=[O:53]>>[C:1]([CH3:2])(=[O:3])[O:4][CH:5]1[CH:6]([NH:21][C:22]([CH3:23])=[C:24]2[C:25](=[O:33])[CH2:26][C:27]([CH3:31])([CH3:32])[CH2:28][C:29]2=[O:30])[CH:7]([N:40]=[N+:41]=[N-:42])[O:8][CH:9]([CH2:15][O:16][C:17]([CH3:18])=[O:19])[CH:10]1[O:11][C:12]([CH3:13])=[O:14].